The task is: describe an organic reaction: reactants, conditions, products, and yield. This data is from the Open Reaction Database (ORD), a public repository of structured organic reaction records. Starting materials: COc1ccc(N2CCNC(Cc3ccccc3)C2)cc1OC1CCCC1, CS(=O)(=O)Cl, c1ccncc1. Yields the product COc1ccc(N2CCN(S(C)(=O)=O)C(Cc3ccccc3)C2)cc1OC1CCCC1. RXN SMILES: [CH2:1]([c:2]1[cH:3][cH:4][cH:5][cH:6][cH:7]1)[CH:8]1[CH2:9][N:10]([c:14]2[cH:15][c:16]([O:22][CH:23]3[CH2:24][CH2:25][CH2:26][CH2:27]3)[c:17]([O:20][CH3:21])[cH:18][cH:19]2)[CH2:11][CH2:12][NH:13]1.[CH3:28][S:29]([Cl:30])(=[O:31])=[O:32].[cH:33]1[cH:34][cH:35][n:36][cH:37][cH:38]1>>[CH2:1]([c:2]1[cH:3][cH:4][cH:5][cH:6][cH:7]1)[CH:8]1[CH2:9][N:10]([c:14]2[cH:15][c:16]([O:22][CH:23]3[CH2:24][CH2:25][CH2:26][CH2:27]3)[c:17]([O:20][CH3:21])[cH:18][cH:19]2)[CH2:11][CH2:12][N:13]1[S:29]([CH3:28])(=[O:31])=[O:32]. The reactants are Nc1ccc(C(=O)O)cn1, O, O=[N+]([O-])O, O=S(=O)(O)O. Yields the product Nc1ncc(C(=O)O)cc1[N+](=O)[O-]. Reaction SMILES: [NH2:5][c:6]1[n:7][cH:8][c:9]([C:10](=[O:11])[OH:12])[cH:13][cH:14]1.[OH2:15].[OH:1][N+:2]([O-:3])=[O:4].[S:16](=[O:17])(=[O:18])([OH:19])[OH:20]>>[O-:1][N+:2](=[O:4])[c:14]1[c:6]([NH2:5])[n:7][cH:8][c:9]([C:10](=[O:11])[OH:12])[cH:13]1. Conditions: time 1 hour. The reactants are CC(C(=O)Cl)(C)C (trimethylacetyl chloride), [Mg] (magnesium), II (iodine), Cl (hydrochloric acid), C1=CC=C(C=C1)OC2=CC=C(C=C2)Br (4-bromodiphenyl ether). Yields the product O(C1=CC=CC=C1)C1=CC=C(C=C1)C(C(C)(C)C)=O (p-phenoxypivalophenone). As a reaction SMILES: [Mg].II.[CH:4]1[CH:9]=[CH:8][C:7]([O:10][C:11]2[CH:16]=[CH:15][C:14](Br)=[CH:13][CH:12]=2)=[CH:6][CH:5]=1.[CH3:18][C:19]([CH3:24])([CH3:23])[C:20](Cl)=[O:21].Cl>O1CCCC1>[O:10]([C:11]1[CH:16]=[CH:15][C:14]([C:20](=[O:21])[C:19]([CH3:24])([CH3:23])[CH3:18])=[CH:13][CH:12]=1)[C:7]1[CH:8]=[CH:9][CH:4]=[CH:5][CH:6]=1. Reported procedure: To a flask containing 33.6 g. of magnesium and a few crystals of iodine, is added 50 to 70 ml. of a solution of 300 g. of 4-bromodiphenyl ether in 500 ml. of absolute tetrahydrofuran. The remainder of the solution is added as needed to maintain a gentle reflux and the resulting mixture heated to reflux for 30 minutes. The resulting mixture is then added to a solution of trimethylacetyl chloride in 500 ml. of absolute tetrahydrofuran at a rate so as to maintain a temperature of from 40° to 50° C.... The solvent is O1CCCC1 (tetrahydrofuran), O1CCCC1 (tetrahydrofuran). The reactants are C1(C=CC2=CC=CC=C12)[Li] (indenyllithium), CCCCCC (hexane), OCC=1C(CCC1C)=O (2-(hydroxymethyl)-3-methyl-2-cyclopenten-1-one), O (water). Run in C1(=CC=CC=C1)C (toluene), O1CCCC1 (tetrahydrofuran), O1CCCC1 (tetrahydrofuran). Reaction conditions: time 12 hour. The product is C1(C=CC2=CC=CC=C12)CC1=C(CC=C1C)C (2-(indenylmethyl)-1,3-dimethylcyclopentadiene). The yield is 72.0%. RXN SMILES: O[CH2:2][C:3]1[C:4](=O)[CH2:5][CH2:6][C:7]=1[CH3:8].[CH:10]1([Li])[C:18]2[C:13](=[CH:14][CH:15]=[CH:16][CH:17]=2)[CH:12]=[CH:11]1.O.[CH3:21]CCCCC>O1CCCC1.C1(C)C=CC=CC=1>[CH:10]1([CH2:2][C:3]2[C:4]([CH3:21])=[CH:5][CH2:6][C:7]=2[CH3:8])[C:18]2[C:13](=[CH:14][CH:15]=[CH:16][CH:17]=2)[CH:12]=[CH:11]1. Procedure details: 2-(hydroxymethyl)-3-methyl-2-cyclopenten-1-one (2.98 g, 14.3 mmol) prepared in Example 15 was dissolved in 2 mL of tetrahydrofuran. This solution was added to a solution prepared by stirring indenyllithium (4.36 g, 35.8 mmol) dissolved in 30 mL of tetrahydrofuran at −30° C. The solution was stirred at room temperature for 12 hours. After adding 40 mL of water, the solution was extracted twice with 40 mL of diethyl ether using a separatory funnel. After taking the organic layer, moisture was remo... The reactants are [N+](=O)(O)[O-].O([N+](=O)[O-])CCN (2-nitroxyethylamine nitrate), C[O-].[Na+] (sodium methoxide), C(#N)N=C(OC)C=1C=NC2=CC=CC=C2C1 (Methyl N-cyano-3-quinolinecarboximidate). Run in CO (methanol). Conditions: time 18 hour. Yields the product C(#N)NC(=NCCO[N+](=O)[O-])C=1C=NC2=CC=CC=C2C1 (N-cyano-N'-(2-nitroxyethyl)-3-quinolinecarboximidamide). Isolated yield 53.3%. Reaction SMILES: [C:1]([N:3]=[C:4]([C:7]1[CH:8]=[N:9][C:10]2[C:15]([CH:16]=1)=[CH:14][CH:13]=[CH:12][CH:11]=2)OC)#[N:2].[N+]([O-])(O)=O.[O:21]([CH2:25][CH2:26][NH2:27])[N+:22]([O-:24])=[O:23].C[O-].[Na+]>CO>[C:1]([NH:3][C:4]([C:7]1[CH:8]=[N:9][C:10]2[C:15]([CH:16]=1)=[CH:14][CH:13]=[CH:12][CH:11]=2)=[N:27][CH2:26][CH2:25][O:21][N+:22]([O-:24])=[O:23])#[N:2] |f:1.2,3.4|. Procedure: Methyl N-cyano-3-quinolinecarboximidate (0.32 g, 1.5 mmol) was dissolved in methanol (3 ml), 2-nitroxyethylamine nitrate (0.42 g, 2.5 mmol) and sodium methoxide (0.12 g, 2.2 mmol) were added. The mixture was stirred at room temperature for 18 hours. After the reaction was completed, the reaction solution was concentrated under reduced pressure, and the residue thus obtained was subjected to chromatography on a silica gel column (WAKO GEL C-200, 30 g) eluting with dichloromethane-methanol (50:1).... Reactants: CN(CCC(=O)OCC(=O)C1=CC=CC=C1)C(=O)O[C@H](C(=O)OCC1=CC=CC=C1)CC1=CC=CC=C1 (benzyl 2(S)-[N-methyl-N-(2-phenacyloxycarbonylethyl)aminocarbonyloxy]-3-phenylpropionate). The reagents and catalysts are [Zn] (zinc), [Zn] (zinc). The solvent is C(C)(=O)O (acetic acid). Run at time 2 hour. Product: CN(CCC(=O)O)C(=O)O[C@H](C(=O)OCC1=CC=CC=C1)CC1=CC=CC=C1 (benzyl 2(S)-[N-methyl-N-(2-carboxyethyl)aminocarbonyloxy]-3-phenylpropionate). The yield is 70.9%. Reaction SMILES: [CH3:1][N:2]([C:17]([O:19][C@@H:20]([CH2:31][C:32]1[CH:37]=[CH:36][CH:35]=[CH:34][CH:33]=1)[C:21]([O:23][CH2:24][C:25]1[CH:30]=[CH:29][CH:28]=[CH:27][CH:26]=1)=[O:22])=[O:18])[CH2:3][CH2:4][C:5]([O:7]CC(C1C=CC=CC=1)=O)=[O:6]>C(O)(=O)C.[Zn]>[CH3:1][N:2]([C:17]([O:19][C@@H:20]([CH2:31][C:32]1[CH:37]=[CH:36][CH:35]=[CH:34][CH:33]=1)[C:21]([O:23][CH2:24][C:25]1[CH:30]=[CH:29][CH:28]=[CH:27][CH:26]=1)=[O:22])=[O:18])[CH2:3][CH2:4][C:5]([OH:7])=[O:6]. Procedure: To a solution of benzyl 2(S)-[N-methyl-N-(2-phenacyloxycarbonylethyl)aminocarbonyloxy]-3-phenylpropionate (1.0 g) in acetic acid (10 ml) was added zinc dust (1.0 g) portionwise at ambient temperature. After being stirred for 2 hours, zinc dust (0.2 g) was added thereto. The reaction mixture was stirred overnight at the same temperature and filtered, and the filtrate was evaporated in vacuo. The residue was dissolved in ethyl acetate (30 ml) and 0.5 N hydrochloric acid (30 ml). The organic layer ...